Dataset: the Open Reaction Database (ORD), a public repository of structured organic reaction records. Task: describe an organic reaction: reactants, conditions, products, and yield Starting materials: Cl (hydrochloric acid), [N+](=O)([O-])C1=C(C=O)C=CC=C1 (o-nitrobenzaldehyde), P(=O)(Cl)(Cl)Cl (phosphorus oxychloride), NC1=CC=CC=C1 (aniline). Solvent: C(C)O (ethanol). Conditions: time 3 hour. Yields the product NC1=CC=C(C=C1)C=1ON=C2C=CC(=CC12)Cl (3-(4-Aminophenyl)-5-chloroanthranil). Isolated yield 86.0%. RXN SMILES: [N+:1]([C:4]1[CH:11]=[CH:10][CH:9]=[CH:8][C:5]=1[CH:6]=[O:7])([O-])=O.P(Cl)(Cl)(Cl)=O.[NH2:17][C:18]1[CH:23]=[CH:22][CH:21]=[CH:20][CH:19]=1.[ClH:24]>C(O)C>[NH2:17][C:18]1[CH:23]=[CH:22][C:21]([C:6]2[O:7][N:1]=[C:4]3[C:5]=2[CH:8]=[C:9]([Cl:24])[CH:10]=[CH:11]3)=[CH:20][CH:19]=1. Procedure details: To a mixture of 100 g (0.662 mole) of o-nitrobenzaldehyde and 160 g (1.05 mole) of phosphorus oxychloride was added dropwise with stirring 100 g (1.08 mole) of aniline, keeping the temperature below 30°. After 3 hr. at room temperature it was heated to 75° for 18 hr. and at 90° for 3 hr. (The reaction becomes exothermic when heated). The mixture was cooled, 200ml of ethanol and 200 ml of concentrated hydrochloric acid were added, then heated to reflux for 3 hr. with stirring. On cooling, the pre...